Dataset: the Open Reaction Database (ORD), a public repository of structured organic reaction records. Task: describe an organic reaction: reactants, conditions, products, and yield Reactants: NC1=NN(C=2N=C3N(C(C21)=O)CCS3)C (3-Amino-6,7-dihydro-1-methylpyrazolo[3,4-d]thiazolo[3,2-a]pyrimidin-4(1H)-one), C(C)(=O)OC(C)=O (acetic anhydride). The solvent is N1=CC=CC=C1 (pyridine). Run at temperature 50 celsius, time 6 hour. The product is C(C)(=O)NC1=NN(C=2N=C3N(C(C21)=O)CCS3)C (3-Acetylamino-6,7-dihydro-1-methylpyrazolo[3,4-d]thiazolo[3,2-a]pyrimidin-4(1H)-one). Yield: 61.4%. Reaction SMILES: [NH2:1][C:2]1[C:10]2[C:9](=[O:11])[N:8]3[CH2:12][CH2:13][S:14][C:7]3=[N:6][C:5]=2[N:4]([CH3:15])[N:3]=1.[C:16](OC(=O)C)(=[O:18])[CH3:17]>N1C=CC=CC=1>[C:16]([NH:1][C:2]1[C:10]2[C:9](=[O:11])[N:8]3[CH2:12][CH2:13][S:14][C:7]3=[N:6][C:5]=2[N:4]([CH3:15])[N:3]=1)(=[O:18])[CH3:17]. Reported procedure: In 20 ml of pyridine was dissolved 2.00 g (8.96 mmol) of Compound 13 prepared in Example 10, and 1.23 ml (13.0 mmol) of acetic anhydride was added to the solution, followed by stirring at 50° C. for 6 hours. After evaporation of the solvent, the residue was subjected to partition between chloroform and water. The chloroform layer was washed with a dilute aqueous solution of hydrochloric acid and water, and concentrated to dryness under reduced pressure. The residue was recrystallized from chloro... The product is COC(=O)c1ccc(I)c(OCCN(C)C)c1. The reactants are CN(C)CCCl, [H-], [Na+], CN(C)C=O, COC(=O)c1ccc(I)c(O)c1. RXN SMILES: [Cl:15][CH2:16][CH2:17][N:18]([CH3:19])[CH3:20].[H-:1].[Na+:2].[O:21]=[CH:22][N:23]([CH3:24])[CH3:25].[OH:3][c:4]1[cH:5][c:6]([C:7](=[O:8])[O:9][CH3:10])[cH:11][cH:12][c:13]1[I:14]>>[O:3]([c:4]1[cH:5][c:6]([C:7](=[O:8])[O:9][CH3:10])[cH:11][cH:12][c:13]1[I:14])[CH2:16][CH2:17][N:18]([CH3:19])[CH3:20]. The reactants are C1CCC2=NCCCN2CC1, CI, COC(=O)C(N)C(C)(C)S, Cl, CN(C)C=O. The product is COC(=O)C(N)C(C)(C)SC. RXN SMILES: [CH2:12]1[CH2:13][CH2:14][C:15]2=[N:20][CH2:19][CH2:18][CH2:17][N:16]2[CH2:21][CH2:22]1.[CH3:23][I:24].[CH3:2][O:3][C:4]([CH:5]([NH2:6])[C:7]([CH3:8])([CH3:9])[SH:10])=[O:11].[ClH:1].[O:25]=[CH:26][N:27]([CH3:28])[CH3:29]>>[CH3:2][O:3][C:4]([CH:5]([NH2:6])[C:7]([CH3:8])([CH3:9])[S:10][CH3:12])=[O:11]. Starting materials: COC(=O)C(C)(C)Oc1cc(Cl)c(O)cc1Cl, CC#N, CS(=O)(=O)OCCCC#Cc1ccc(OC(F)(F)F)cc1. The product is COC(=O)C(C)(C)Oc1cc(Cl)c(OCCCC#Cc2ccc(OC(F)(F)F)cc2)cc1Cl. Reaction SMILES: [CH3:1][O:2][C:3]([C:4]([CH3:5])([CH3:6])[O:7][c:8]1[c:9]([Cl:16])[cH:10][c:11]([OH:15])[c:12]([Cl:14])[cH:13]1)=[O:17].[CH3:39][C:40]#[N:41].[F:18][C:19]([O:20][c:21]1[cH:22][cH:23][c:24]([C:27]#[C:28][CH2:29][CH2:30][CH2:31][O:32][S:33]([CH3:34])(=[O:35])=[O:36])[cH:25][cH:26]1)([F:37])[F:38]>>[CH3:1][O:2][C:3]([C:4]([CH3:5])([CH3:6])[O:7][c:8]1[c:9]([Cl:16])[cH:10][c:11]([O:15][CH2:31][CH2:30][CH2:29][C:28]#[C:27][c:24]2[cH:23][cH:22][c:21]([O:20][C:19]([F:18])([F:37])[F:38])[cH:26][cH:25]2)[c:12]([Cl:14])[cH:13]1)=[O:17]. Reactants: SC=1NC2=C(N1)C=CC=C2 (2-mercaptobenzimidazole), C(CCC)N=C=O (butyl isocyanate). Product: C(CCC)NC(=O)N1C(NC2=C1C=CC=C2)=S (1-(butylcarbamoyl)-1,3-dihydrobenzimidazole-2-thione). Isolated yield 89.4%. Reaction SMILES: [SH:1][C:2]1[NH:3][C:4]2[CH:10]=[CH:9][CH:8]=[CH:7][C:5]=2[N:6]=1.[CH2:11]([N:15]=[C:16]=[O:17])[CH2:12][CH2:13][CH3:14]>>[CH2:11]([NH:15][C:16]([N:3]1[C:4]2[CH:10]=[CH:9][CH:8]=[CH:7][C:5]=2[NH:6][C:2]1=[S:1])=[O:17])[CH2:12][CH2:13][CH3:14]. Reported procedure: The mixture of 2-mercaptobenzimidazole (29.30 g, 0.195 mole) and butyl isocyanate (48.3 mL, 0.33 mole) in a 500 ml of round-bottom flask equipped with a condenser was heated to 130°-140° C. in an oil bath for 45 min. After the reaction mixture was cooled to room temperature, the solid was filtered, washed with hexane, and dried under vacuum to give 43.48 g (89%) of 1-(butylcarbamoyl)-1,3-dihydrobenzimidazole-2-thione as white crystals: mp 179°-180° C. The reactants are C(#N)[BH3-].[Na+] (sodium cyanoborohydride), [N+](=O)([O-])C=1C=C(C=NO)C=CC1 (3-nitrobenzaldoxime), C(C)(=O)OCC (ethyl acetate), aqueous solution, [OH-].[K+] (potassium hydroxide). Run in C(C)(=O)O (acetic acid). Reaction conditions: temperature 25 celsius, time 16 hour. Product: [N+](=O)([O-])C=1C=C(C=CC1)CNO (N-{(3-nitrophenyl)methyl}hydroxylamine). Isolated yield 67.8%. As a reaction SMILES: C([BH3-])#N.[Na+].[N+:5]([C:8]1[CH:9]=[C:10]([CH:14]=[CH:15][CH:16]=1)[CH:11]=[N:12][OH:13])([O-:7])=[O:6].C(OCC)(=O)C.[OH-].[K+]>C(O)(=O)C>[N+:5]([C:8]1[CH:9]=[C:10]([CH2:11][NH:12][OH:13])[CH:14]=[CH:15][CH:16]=1)([O-:7])=[O:6] |f:0.1,4.5|. Reported procedure: N-{(3-Nitrophenyl)methyl}hydroxylamine can be obtained in the following manner: 3.78 g of sodium cyanoborohydride are added in portions in the course of two hours at a temperature near to 25° C. to a solution of 5 g of 3-nitrobenzaldoxime in 120 cm3 of acetic acid. The reaction mixture is stirred for 16 hours at a temperature near to 25° C., and then poured into a mixture of 500 cm3 of ethyl acetate and 150 cm3 of a 30% aqueous solution of potassium hydroxide. The organic phase is separated by d... Reactants: C(C)(C)(C)OC(=O)N1C(=CC=C1)C1=NC=C(C(=C1)C1=C(C=CC=C1)C)N(C)C(C1=CC(=CC(=C1)C(F)(F)F)C(F)(F)F)=O (2-{5-[(3,5-bis-trifluoromethyl-benzoyl)-methyl-amino]-4-o-tolyl-pyridin-2-yl}-pyrrole-1-carboxylic acid tert-butyl ester), C(=O)(C(F)(F)F)O (TFA). Solvent: C(Cl)Cl (CH2Cl2). Reaction conditions: time 1 hour. The product is CN(C(C1=CC(=CC(=C1)C(F)(F)F)C(F)(F)F)=O)C=1C=NC(=CC1C1=C(C=CC=C1)C)C=1NC=CC1 (N-Methyl-N-[6-(1H-pyrrol-2-yl)-4-o-tolyl-pyridin-3-yl]-3,5-bis-trifluoromethyl-benzamide). Reaction SMILES: C(OC([N:8]1[CH:12]=[CH:11][CH:10]=[C:9]1[C:13]1[CH:18]=[C:17]([C:19]2[CH:24]=[CH:23][CH:22]=[CH:21][C:20]=2[CH3:25])[C:16]([N:26]([C:28](=[O:43])[C:29]2[CH:34]=[C:33]([C:35]([F:38])([F:37])[F:36])[CH:32]=[C:31]([C:39]([F:42])([F:41])[F:40])[CH:30]=2)[CH3:27])=[CH:15][N:14]=1)=O)(C)(C)C.C(O)(C(F)(F)F)=O>C(Cl)Cl>[CH3:27][N:26]([C:16]1[CH:15]=[N:14][C:13]([C:9]2[NH:8][CH:12]=[CH:11][CH:10]=2)=[CH:18][C:17]=1[C:19]1[CH:24]=[CH:23][CH:22]=[CH:21][C:20]=1[CH3:25])[C:28](=[O:43])[C:29]1[CH:30]=[C:31]([C:39]([F:41])([F:42])[F:40])[CH:32]=[C:33]([C:35]([F:38])([F:37])[F:36])[CH:34]=1. Procedure: To a solution of 2-{5-[(3,5-bis-trifluoromethyl-benzoyl)-methyl-amino]-4-o-tolyl-pyridin-2-yl}-pyrrole-1-carboxylic acid tert-butyl ester (39 mg, 64.6 μmol) in CH2Cl2 (2 mL) was added TFA (2 mL) at 0° C. The reaction mixture was stirred for at room temperature for 1 hour and then concentrated under vacuum. The residue was poured on 30 mL aqueous NaHCO3 solution and 30 mL EtOAc and the layers were separated. The aqueous layer was extracted a second time with 30 mL EtOAc. The organic layers were w... Starting materials: S(=O)(Cl)Cl (thionyl chloride), O (Water), C(CC)N[C@H](CCC)CO ((R)—N-Propylnorvalinol), CN1CCOCC1 (N-methylmorpholine). Solvent: ClCCl (dichloromethane), ClCCl (dichloromethane). Product: C(CC)N1[S@@](OCC1CCC)=O ((R)-3,4-dipropyl-1,2,3-oxathiazolidine 2-oxide). Isolated yield 81.0%. Reaction SMILES: [CH2:1]([NH:4][C@@H:5]([CH2:9][OH:10])[CH2:6][CH2:7][CH3:8])[CH2:2][CH3:3].CN1CCOCC1.[S:18](Cl)(Cl)=[O:19].O>ClCCl>[CH2:1]([N:4]1[CH:5]([CH2:6][CH2:7][CH3:8])[CH2:9][O:10][S@:18]1=[O:19])[CH2:2][CH3:3]. Procedure details: (R)—N-Propylnorvalinol (11.53 g) was dissolved in dichloromethane (160 mL), and N-methylmorpholine (21.8 mL) was added thereto under stirring at room temperature. A solution of thionyl chloride (6.9 mL) in dichloromethane (48 mL) was added dropwise to the resulting solution over 120 minutes under stirring at 2° C. The resulting suspension was stirred at room temperature for 4 hours. Water (104 mL) was added to the suspension under stirring at 3° C. The mixture was separated and the organic layer... Starting materials: CC[SiH](CC)CC, CC1(C)C(O)c2cc(S(C)(=O)=O)ccc2NC1c1cccc([N+](=O)[O-])c1, O=C(O)C(F)(F)F. The product is CC1(C)Cc2cc(S(C)(=O)=O)ccc2NC1c1cccc([N+](=O)[O-])c1. Reaction SMILES: [CH2:27]([SiH:28]([CH2:29][CH3:30])[CH2:31][CH3:32])[CH3:33].[CH3:1][S:2](=[O:3])(=[O:4])[c:5]1[cH:6][c:7]2[c:12]([cH:13][cH:14]1)[NH:11][CH:10]([c:15]1[cH:16][c:17]([N+:21](=[O:22])[O-:23])[cH:18][cH:19][cH:20]1)[C:9]([CH3:24])([CH3:25])[CH:8]2[OH:26].[OH:34][C:35]([C:36]([F:37])([F:38])[F:39])=[O:40]>>[CH3:1][S:2](=[O:3])(=[O:4])[c:5]1[cH:6][c:7]2[c:12]([cH:13][cH:14]1)[NH:11][CH:10]([c:15]1[cH:16][c:17]([N+:21](=[O:22])[O-:23])[cH:18][cH:19][cH:20]1)[C:9]([CH3:24])([CH3:25])[CH2:8]2. As a reaction SMILES: [C:21](=[O:22])([O-:23])[O-:24].[Cl:16][CH2:17][C:18](=[CH2:19])[CH3:20].[K+:25].[K+:26].[O:28]=[CH:29][N:30]([CH3:31])[CH3:32].[OH2:27].[OH:1][c:2]1[cH:3][c:4]2[c:8]([c:9]([CH3:12])[c:10]1[CH3:11])[N:7]([CH:13]=[O:14])[CH:6]([CH3:15])[CH2:5]2>>[O:1]([c:2]1[cH:3][c:4]2[c:8]([c:9]([CH3:12])[c:10]1[CH3:11])[N:7]([CH:13]=[O:14])[CH:6]([CH3:15])[CH2:5]2)[CH2:19][C:18](=[CH2:17])[CH3:20]. The product is C=C(C)COc1cc2c(c(C)c1C)N(C=O)C(C)C2. The reactants are O=C([O-])[O-], C=C(C)CCl, [K+], [K+], CN(C)C=O, O, Cc1c(O)cc2c(c1C)N(C=O)C(C)C2.